The task is: describe an organic reaction: reactants, conditions, products, and yield. This data is from the Open Reaction Database (ORD), a public repository of structured organic reaction records. Run in C1CCOC1 (THF), C1CCOC1 (THF). As a reaction SMILES: [OH:1][C:2]1[C:3]([CH3:18])=[C:4]2[C:9](=[C:10]([CH3:13])[C:11]=1[CH3:12])[O:8][C:7]([CH3:17])([C:14]([OH:16])=O)[CH2:6][CH2:5]2.C1N=CN(C(N2C=NC=C2)=O)C=1.[O:31]1[CH2:36][CH2:35][N:34]([CH2:37][CH2:38][CH2:39][NH2:40])[CH2:33][CH2:32]1>C1COCC1>[OH:1][C:2]1[C:3]([CH3:18])=[C:4]2[C:9](=[C:10]([CH3:13])[C:11]=1[CH3:12])[O:8][C:7]([CH3:17])([C:14]([NH:40][CH2:39][CH2:38][CH2:37][N:34]1[CH2:35][CH2:36][O:31][CH2:32][CH2:33]1)=[O:16])[CH2:6][CH2:5]2. Conditions: time 2 hour. Starting materials: OC=1C(=C2CCC(OC2=C(C1C)C)(C(=O)O)C)C (6-hydroxy-2,5,7,8-tetramethylchroman-2-carboxylic acid), C1=CN(C=N1)C(=O)N2C=CN=C2 (CDI), O1CCN(CC1)CCCN (3-morpholino-propylamine). Procedure details: To a solution of 6-hydroxy-2,5,7,8-tetramethylchroman-2-carboxylic acid (511 mg, 2.1 mmol) in 10 mL THF was added 356 mg CDI and stirred for 2 h. 3-morpholino-propylamine (438 μl, 432 mg, 3.0 mmol) in 10 mL THF was added dropwise and stirred overnight. The reaction was concentrated, dissolved into 70 mL CH2Cl2, the organics washed once with 50 mL saturated NaCl solution, dried over Na2SO4 and concentrated to brown oil. Flash chromatography yielded 6-hydroxy-2,5,7,8-tetramethyl-N-(3-morpholinopro... Product: OC=1C(=C2CCC(OC2=C(C1C)C)(C(=O)NCCCN1CCOCC1)C)C (6-hydroxy-2,5,7,8-tetramethyl-N-(3-morpholinopropyl)chroman-2-carboxamide).